Dataset: the Open Reaction Database (ORD), a public repository of structured organic reaction records. Task: describe an organic reaction: reactants, conditions, products, and yield As a reaction SMILES: [Cl:1][C:2]1[CH:9]=[CH:8][CH:7]=[CH:6][C:3]=1[CH:4]=O.[NH2:10][C:11]1[CH:15]=[CH:14][NH:13][N:12]=1.O=[C:17]([CH2:23][CH2:24][CH3:25])[CH2:18][C:19]([O:21][CH3:22])=[O:20]>>[Cl:1][C:2]1[CH:9]=[CH:8][CH:7]=[CH:6][C:3]=1[CH:4]1[C:18]([C:19]([O:21][CH3:22])=[O:20])=[C:17]([CH2:23][CH2:24][CH3:25])[NH:10][C:11]2=[N:12][NH:13][CH:14]=[C:15]12. Starting materials: ClC1=C(C=O)C=CC=C1 (2-chlorobenzaldehyde), NC1=NNC=C1 (3-aminopyrazole), O=C(CC(=O)OC)CCC (methyl 3-ketohexanoate). Yields the product ClC1=C(C=CC=C1)C1C=2C(NC(=C1C(=O)OC)CCC)=NNC2 (Methyl 4-(2-chlorophenyl)-4,7-dihydro-6-propyl-2H-pyrazolo[3,4-b]pyridine-5-carboxylate). Procedure: The title compound was prepared from 2-chlorobenzaldehyde, 3-aminopyrazole and methyl 3-ketohexanoate in the same manner as in Example 25. The reactants are CNS(=O)(=O)C=1C=C2CC(NC2=CC1)=O (5-Methylaminosulfonyl-2-oxindole), N1C=CC2=CC(=CC=C12)C=O (indole-5-carbaldehyde). Product: CNS(=O)(=O)C=1C=C2C(C(NC2=CC1)=O)=CC=1C=C2C=CNC2=CC1 (3-(1H-Indol-5-ylmethylene)-2-oxo-2,3-dihydro-1H-indole-5-sulfonic acid methylamide). As a reaction SMILES: [CH3:1][NH:2][S:3]([C:6]1[CH:7]=[C:8]2[C:12](=[CH:13][CH:14]=1)[NH:11][C:10](=[O:15])[CH2:9]2)(=[O:5])=[O:4].[NH:16]1[C:24]2[C:19](=[CH:20][C:21]([CH:25]=O)=[CH:22][CH:23]=2)[CH:18]=[CH:17]1>>[CH3:1][NH:2][S:3]([C:6]1[CH:7]=[C:8]2[C:12](=[CH:13][CH:14]=1)[NH:11][C:10](=[O:15])[C:9]2=[CH:25][C:21]1[CH:20]=[C:19]2[C:24](=[CH:23][CH:22]=1)[NH:16][CH:17]=[CH:18]2)(=[O:5])=[O:4]. Procedure: 5-Methylaminosulfonyl-2-oxindole was condensed with indole-5-carbaldehyde to give the title compound. Reactants: OC1=CC=C(C=C1)CCCN1C=NC=C1 (1-[3-(4-hydroxyphenyl)propyl]imidazole), ClCC=1N=C(SC1)C=1SC(=CC1)C (4-chloromethyl-2-(5-methyl-2-thienyl)thiazole). The product is N1(C=NC=C1)CCCC1=CC=C(OCC=2N=C(SC2)C=2SC(=CC2)C)C=C1 (4-[4-[3-(1-imidazolyl)propyl]phenoxymethyl]-2-(5-methyl-2-thienyl)thiazole). The yield is 88.0%. Reaction SMILES: [OH:1][C:2]1[CH:7]=[CH:6][C:5]([CH2:8][CH2:9][CH2:10][N:11]2[CH:15]=[CH:14][N:13]=[CH:12]2)=[CH:4][CH:3]=1.Cl[CH2:17][C:18]1[N:19]=[C:20]([C:23]2[S:24][C:25]([CH3:28])=[CH:26][CH:27]=2)[S:21][CH:22]=1>>[N:11]1([CH2:10][CH2:9][CH2:8][C:5]2[CH:6]=[CH:7][C:2]([O:1][CH2:17][C:18]3[N:19]=[C:20]([C:23]4[S:24][C:25]([CH3:28])=[CH:26][CH:27]=4)[S:21][CH:22]=3)=[CH:3][CH:4]=2)[CH:15]=[CH:14][N:13]=[CH:12]1. Procedure details: In substantially the same manner as in Working Example 72, 1-[3-(4-hydroxyphenyl)propyl]imidazole was reacted with 4-chloromethyl-2-(5-methyl-2-thienyl)thiazole to obtain 4-[4-[3-(1-imidazolyl)propyl]phenoxymethyl]-2-(5-methyl-2-thienyl)thiazole. The yield was 88%. Recrystallization from ethyl acetate-hexane gave colorless needles, mp 78-79° C. The reactants are CCC(C)(C)c1ccc(C(C)=C(C)CO)cc1, CCCCC, BrP(Br)Br, c1ccncc1. Yields the product CCC(C)(C)c1ccc(C(C)=C(C)CBr)cc1. As a reaction SMILES: [C:1]([CH3:2])([CH3:3])([CH2:4][CH3:5])[c:6]1[cH:7][cH:8][c:9]([C:12](=[C:13]([CH2:14][OH:15])[CH3:16])[CH3:17])[cH:10][cH:11]1.[CH3:28][CH2:29][CH2:30][CH2:31][CH3:32].[P:24]([Br:25])([Br:26])[Br:27].[cH:18]1[cH:19][cH:20][n:21][cH:22][cH:23]1>>[C:1]([CH3:2])([CH3:3])([CH2:4][CH3:5])[c:6]1[cH:7][cH:8][c:9]([C:12](=[C:13]([CH2:14][Br:25])[CH3:16])[CH3:17])[cH:10][cH:11]1. Reactants: BrCc1ccccc1, O=C([O-])[O-], CC(C)(C)OC(=O)c1cc(OCc2ccccc2)c(C(=O)c2c(OCc3ccccc3)cccc2C(=O)O)c(OCc2ccccc2)c1, CN(C)C=O, [K+], [K+], O. Product: CC(C)(C)OC(=O)c1cc(OCc2ccccc2)c(C(=O)c2c(OCc3ccccc3)cccc2C(=O)OCc2ccccc2)c(OCc2ccccc2)c1. RXN SMILES: [Br:55][CH2:56][c:57]1[cH:58][cH:59][cH:60][cH:61][cH:62]1.[C:49](=[O:50])([O-:51])[O-:52].[CH2:1]([c:2]1[cH:3][cH:4][cH:5][cH:6][cH:7]1)[O:8][c:9]1[c:10]([C:18]([c:19]2[c:20]([O:40][CH2:41][c:42]3[cH:43][cH:44][cH:45][cH:46][cH:47]3)[cH:21][c:22]([C:33](=[O:34])[O:35][C:36]([CH3:37])([CH3:38])[CH3:39])[cH:23][c:24]2[O:25][CH2:26][c:27]2[cH:28][cH:29][cH:30][cH:31][cH:32]2)=[O:48])[c:11]([C:12](=[O:13])[OH:14])[cH:15][cH:16][cH:17]1.[CH3:64][N:65]([CH3:66])[CH:67]=[O:68].[K+:53].[K+:54].[OH2:63]>>[CH2:1]([c:2]1[cH:3][cH:4][cH:5][cH:6][cH:7]1)[O:8][c:9]1[c:10]([C:18]([c:19]2[c:20]([O:40][CH2:41][c:42]3[cH:43][cH:44][cH:45][cH:46][cH:47]3)[cH:21][c:22]([C:33](=[O:34])[O:35][C:36]([CH3:37])([CH3:38])[CH3:39])[cH:23][c:24]2[O:25][CH2:26][c:27]2[cH:28][cH:29][cH:30][cH:31][cH:32]2)=[O:48])[c:11]([C:12](=[O:13])[O:14][CH2:56][c:57]2[cH:58][cH:59][cH:60][cH:61][cH:62]2)[cH:15][cH:16][cH:17]1. Reactants: ClC1=C2C=CC=NC2=C(C(=C1)C(C)=O)N1CCN(CC1)C(C1=CC=NC=C1)=O (1-[5-chloro-8-(4-isonicotinoylpiperazin-1-yl)quinolin-7-yl]ethanone), C(C)(=O)[O-].[NH4+] (ammonium acetate), C(#N)[BH3-].[Na+] (sodium cyanoborohydride), O1CCCC1 (tetrahydrofuran). Run in CO (methanol), C(C)#N (acetonitrile). Run at temperature 65 celsius. The product is ClC1=C2C=CC=NC2=C(C(=C1)C(C)N)N1CCN(CC1)C(C1=CC=NC=C1)=O (1-[5-Chloro-8-(4-isonicotinoylpiperazin-1-yl)quinolin-7-yl]ethanamine). As a reaction SMILES: [Cl:1][C:2]1[CH:11]=[C:10]([C:12](=O)[CH3:13])[C:9]([N:15]2[CH2:20][CH2:19][N:18]([C:21](=[O:28])[C:22]3[CH:27]=[CH:26][N:25]=[CH:24][CH:23]=3)[CH2:17][CH2:16]2)=[C:8]2[C:3]=1[CH:4]=[CH:5][CH:6]=[N:7]2.C([O-])(=O)C.[NH4+].C([BH3-])#[N:35].[Na+].O1CCCC1>CO.C(#N)C>[Cl:1][C:2]1[CH:11]=[C:10]([CH:12]([NH2:35])[CH3:13])[C:9]([N:15]2[CH2:20][CH2:19][N:18]([C:21](=[O:28])[C:22]3[CH:27]=[CH:26][N:25]=[CH:24][CH:23]=3)[CH2:17][CH2:16]2)=[C:8]2[C:3]=1[CH:4]=[CH:5][CH:6]=[N:7]2 |f:1.2,3.4|. Reported procedure: A mixture of 1-[5-chloro-8-(4-isonicotinoylpiperazin-1-yl)quinolin-7-yl]ethanone (0.030 g, 0.076 mmol) and ammonium acetate (0.0586 g, 0.760 mmol) in methanol (0.3 mL) and acetonitrile (0.3 mL) was heated at 65° C. in a sealed tube for 1 hour. After cooling to room temperature, to the resulting mixture was added 1.0 M sodium cyanoborohydride in tetrahydrofuran (0.19 mL, 0.19 mmol). The reaction was heated at 65° C. overnight. The mixture was cooled to room temperature, quenched with sat. NaHCO3 ... Reactants: BrCCCOC=1C=C2C(=NC=NC2=CC1OC)OC1=CC(=C(C=C1)NC(=O)NCCC)Cl (N-(4-{[6-(3-Bromopropoxy)-7-methoxy-4-quinazolinyl]oxy}-2-chlorophenyl}-N′-propylurea), C([O-])([O-])=O.[K+].[K+] (potassium carbonate), CN1CCNCC1 (N-methylpiperazine), CN(C=O)C (N,N-dimethylformamide). Run at time 16 hour. Yields the product COC1=C(C=CC(=C1)OC1=NC=NC2=CC(=C(C=C12)OC)OCCCN1CCOCC1)NC(=O)NCCC (N-(2-Methoxy-4-{[6-methoxy-7-(3-morpholino-propoxy)-4-quinazolinyl]oxy}phenyl)-N′-propylurea). Isolated yield 42.0%. As a reaction SMILES: BrCC[CH2:4][O:5][C:6]1[CH:7]=[C:8]2[C:13](=[CH:14][C:15]=1[O:16][CH3:17])[N:12]=[CH:11][N:10]=[C:9]2[O:18][C:19]1[CH:24]=[CH:23][C:22]([NH:25][C:26]([NH:28][CH2:29][CH2:30][CH3:31])=[O:27])=[C:21](Cl)[CH:20]=1.[C:33](=[O:36])([O-])[O-].[K+].[K+].[CH3:39][N:40]1[CH2:45][CH2:44]N[CH2:42][CH2:41]1.CN(C)[CH:48]=[O:49]>>[CH3:48][O:49][C:21]1[CH:20]=[C:19]([O:18][C:9]2[C:8]3[C:13](=[CH:14][C:15]([O:16][CH2:17][CH2:42][CH2:41][N:40]4[CH2:39][CH2:33][O:36][CH2:44][CH2:45]4)=[C:6]([O:5][CH3:4])[CH:7]=3)[N:12]=[CH:11][N:10]=2)[CH:24]=[CH:23][C:22]=1[NH:25][C:26]([NH:28][CH2:29][CH2:30][CH3:31])=[O:27] |f:1.2.3|. Reported procedure: N-4-[(7-Hydroxy-6-methoxy-4-quinazolinyl)oxy]-2-methoxyphenyl}-N′-propylurea (100 mg), potassium carbonate (138 mg), and 1,3-dibromopropane (56 mg) were dissolved in N,N-dimethylformamide (5 ml), and the solution was stirred at room temperature for 3 hr. The solvent was removed by distillation under the reduced pressure. Water was added to the residue, and the mixture was extracted with chloroform/2-propanol (4/1). The organic layer was dried over anhydrous sodium sulfate, and the solvent was re...